The task is: describe an organic reaction: reactants, conditions, products, and yield. This data is from the Open Reaction Database (ORD), a public repository of structured organic reaction records. As a reaction SMILES: [BH3:43].[C:1]([CH3:2])([CH3:3])([CH3:4])[c:5]1[n:6][n:7](-[c:27]2[cH:28][cH:29][c:30]([CH2:31][NH:32][C:33]([CH2:34][O:35][CH3:36])=[O:37])[cH:38][cH:39]2)[c:8]([NH:10][C:11](=[O:12])[NH:13][c:14]2[cH:15][cH:16][c:17]([O:20][c:21]3[cH:22][cH:23][n:24][cH:25][cH:26]3)[cH:18][cH:19]2)[cH:9]1.[CH2:44]1[O:45][CH2:46][CH2:47][CH2:48]1.[CH3:40][S:41][CH3:42]>>[C:1]([CH3:2])([CH3:3])([CH3:4])[c:5]1[n:6][n:7](-[c:27]2[cH:28][cH:29][c:30]([CH2:31][NH:32][CH2:33][CH2:34][O:35][CH3:36])[cH:38][cH:39]2)[c:8]([NH:10][C:11](=[O:12])[NH:13][c:14]2[cH:15][cH:16][c:17]([O:20][c:21]3[cH:22][cH:23][n:24][cH:25][cH:26]3)[cH:18][cH:19]2)[cH:9]1. The reactants are B, COCC(=O)NCc1ccc(-n2nc(C(C)(C)C)cc2NC(=O)Nc2ccc(Oc3ccncc3)cc2)cc1, C1CCOC1, CSC. Yields the product COCCNCc1ccc(-n2nc(C(C)(C)C)cc2NC(=O)Nc2ccc(Oc3ccncc3)cc2)cc1. Starting materials: CO, COC(=O)c1cnc(N)c([N+](=O)[O-])c1. Yields the product COC(=O)c1cnc(N)c(N)c1. RXN SMILES: [CH3:15][OH:16].[NH2:1][c:2]1[n:3][cH:4][c:5]([C:6](=[O:7])[O:8][CH3:9])[cH:10][c:11]1[N+:12]([O-:13])=[O:14]>>[NH2:1][c:2]1[n:3][cH:4][c:5]([C:6](=[O:7])[O:8][CH3:9])[cH:10][c:11]1[NH2:12]. The reactants are C, C1COCCO1, CN(C)C=O, [Pd], O=C1OC(COc2ccc([N+](=O)[O-])cc2)CN1c1ccccn1. Yields the product Nc1ccc(OCC2CN(c3ccccn3)C(=O)O2)cc1. As a reaction SMILES: [C:35].[CH2:24]1[O:25][CH2:26][CH2:27][O:28][CH2:29]1.[CH3:30][N:31]([CH3:32])[CH:33]=[O:34].[Pd:36].[n:1]1[c:2]([N:7]2[C:8](=[O:23])[O:9][CH:10]([CH2:12][O:13][c:14]3[cH:15][cH:16][c:17]([N+:20]([O-:21])=[O:22])[cH:18][cH:19]3)[CH2:11]2)[cH:3][cH:4][cH:5][cH:6]1>>[n:1]1[c:2]([N:7]2[C:8](=[O:23])[O:9][CH:10]([CH2:12][O:13][c:14]3[cH:15][cH:16][c:17]([NH2:20])[cH:18][cH:19]3)[CH2:11]2)[cH:3][cH:4][cH:5][cH:6]1. Starting materials: C(#N)C(C1=CC=CC=C1)(C1=CC=CC=C1)C1CNCC1 (3-(R,S)-(1-Cyano-1,1-diphenylmethyl)pyrrolidine), [OH-].[Na+] (sodium hydroxide). Solvent: S(O)(O)(=O)=O (sulphuric acid), O (water). Run at temperature 85 celsius, time 9 hour. Product: C(N)(=O)C(C1=CC=CC=C1)(C1=CC=CC=C1)C1CNCC1 (3-(R,S)-(1-carbamoyl-1,1-diphenylmethyl)pyrrolidine). RXN SMILES: [C:1]([C:3]([CH:16]1[CH2:20][CH2:19][NH:18][CH2:17]1)([C:10]1[CH:15]=[CH:14][CH:13]=[CH:12][CH:11]=1)[C:4]1[CH:9]=[CH:8][CH:7]=[CH:6][CH:5]=1)#[N:2].[OH-:21].[Na+]>S(=O)(=O)(O)O.O>[C:1]([C:3]([CH:16]1[CH2:20][CH2:19][NH:18][CH2:17]1)([C:10]1[CH:11]=[CH:12][CH:13]=[CH:14][CH:15]=1)[C:4]1[CH:9]=[CH:8][CH:7]=[CH:6][CH:5]=1)(=[O:21])[NH2:2] |f:1.2|. Reported procedure: 3-(R,S)-(1-Cyano-1,1-diphenylmethyl)pyrrolidine (30 g--see Preparation 7) was dissolved in 95% sulphuric acid (210 ml) and the mixture was heated, with stirring, at 85° C. for 9 hours and then at 100° C for 30 minutes. The mixture was allowed to cool to room temperature and poured onto ice (2 kg). The mixture was basified (pH 12) by addition, in portions with cooling in an ice bath, of a cold solution of sodium hydroxide (340 g) in water (500 ml). The resulting mixture was extracted with dichlor...